Dataset: the Open Reaction Database (ORD), a public repository of structured organic reaction records. Task: describe an organic reaction: reactants, conditions, products, and yield The reactants are C(C)(C)(C)OC(=O)N1C(=CC=2C1=NC=C(C2)O)C(=O)N2CCC(CC2)(F)F (2-(4,4-difluoro-piperidine-1-carbonyl)-5-hydroxy-pyrrolo[2,3-b]pyridine-1-carboxylic acid tert-butyl ester), C([O-])([O-])=O.[K+].[K+] (potassium carbonate), BrCCCCl (1-bromo-3-chloropropane). Solvent: CC(CC)=O (2-butanone). Product: C(C)(C)(C)OC(=O)N1C(=CC=2C1=NC=C(C2)OCCCCl)C(=O)N2CCC(CC2)(F)F (5-(3-Chloro-propoxy)-2-(4,4-difluoro-piperidine-1-carbonyl)-pyrrolo[2,3-b]pyridine-1-carboxylic Acid tert-butyl Ester). The yield is 63.0%. As a reaction SMILES: [C:1]([O:5][C:6]([N:8]1[C:12]2=[N:13][CH:14]=[C:15]([OH:17])[CH:16]=[C:11]2[CH:10]=[C:9]1[C:18]([N:20]1[CH2:25][CH2:24][C:23]([F:27])([F:26])[CH2:22][CH2:21]1)=[O:19])=[O:7])([CH3:4])([CH3:3])[CH3:2].C(=O)([O-])[O-].[K+].[K+].Br[CH2:35][CH2:36][CH2:37][Cl:38]>CC(=O)CC>[C:1]([O:5][C:6]([N:8]1[C:12]2=[N:13][CH:14]=[C:15]([O:17][CH2:35][CH2:36][CH2:37][Cl:38])[CH:16]=[C:11]2[CH:10]=[C:9]1[C:18]([N:20]1[CH2:25][CH2:24][C:23]([F:27])([F:26])[CH2:22][CH2:21]1)=[O:19])=[O:7])([CH3:4])([CH3:2])[CH3:3] |f:1.2.3|. Procedure: The title compound was synthesized in analogy to example 1, intermediate a), from 2-(4,4-difluoro-piperidine-1-carbonyl)-5-hydroxy-pyrrolo[2,3-b]pyridine-1-carboxylic acid tert-butyl ester, potassium carbonate and 1-bromo-3-chloropropane in 2-butanone to give the desired product as a colorless foam (63%). The reactants are C(C)(C)(C)OC(NC1=C(C=C(C=C1)C=1C=NC(=NC1)O[C@H]1CN2CCC1CC2)[N+](=O)[O-])=O ({4-{2-[(3R)-1-Aza-bicyclo[2.2.2]oct-3-yloxy]-pyrimidin-5-yl}-2-nitro-phenyl}-carbamic acid tert-butyl ester), Cl (HCl). Solvent: CCO (EtOH). Yields the product N12C[C@@H](C(CC1)CC2)OC2=NC=C(C=N2)C2=CC(=C(C=C2)N)[N+](=O)[O-] (4-{2-[(3R)-1-Aza-bicyclo[2.2.2]oct-3-yloxy]-pyrimidin-5-yl}-2-nitro-phenylamine). RXN SMILES: C(OC(=O)[NH:7][C:8]1[CH:13]=[CH:12][C:11]([C:14]2[CH:15]=[N:16][C:17]([O:20][C@@H:21]3[CH:26]4[CH2:27][CH2:28][N:23]([CH2:24][CH2:25]4)[CH2:22]3)=[N:18][CH:19]=2)=[CH:10][C:9]=1[N+:29]([O-:31])=[O:30])(C)(C)C.Cl>CCO>[N:23]12[CH2:28][CH2:27][CH:26]([CH2:25][CH2:24]1)[C@@H:21]([O:20][C:17]1[N:16]=[CH:15][C:14]([C:11]3[CH:12]=[CH:13][C:8]([NH2:7])=[C:9]([N+:29]([O-:31])=[O:30])[CH:10]=3)=[CH:19][N:18]=1)[CH2:22]2. Procedure: The product of Example 36A (100 mg, 0.23 mmol) was treated with HCl (Aldrich, 4 M in dioxane, 2 mL, 8 mmol) in EtOH (5 mL) at ambient temperature for 1 h. The mixture was concentrated and the title compound was purified by chromatography (SiO2, EtOAc:MeOH (v. 2% NH3.H2O), 50:50, Rf. 0.1) as white solid (50 mg, 64%). 1H NMR (500 MHz, MeOH-D4) δ 1.47-1.64 (m, 1 H), 1.65-1.78 (m, 1 H), 1.78-1.91 (m, 1 H), 1.96-2.16 (m, 1 H), 2.15-2.38 (m, 1 H), 2.73-3.05 (m, 5 H), 3.35-3.47 (m, 1 H), 4.96-5.28 (m, ... Reactants: FC(S(=O)(=O)OS(=O)(=O)C(F)(F)F)(F)F (Trifluoromethanesulfonic anhydride), N1=CC=CC=C1 (pyridine), O[C@@H]1C(=O)OCC1 ((S)-2-hydroxybutyrolactone). Solvent: ClCCl (dichloromethane). Reaction conditions: time 5 minute. Product: FC(S(=O)(=O)O[C@@H]1C(=O)OCC1)(F)F ((S)-2-trifluoromethanesulfonyloxybutyrolactone). The yield is 61.2%. RXN SMILES: [F:1][C:2]([F:15])([F:14])[S:3]([O:6]S(C(F)(F)F)(=O)=O)(=[O:5])=[O:4].N1C=CC=CC=1.O[C@H:23]1[CH2:28][CH2:27][O:26][C:24]1=[O:25]>ClCCl>[F:1][C:2]([F:15])([F:14])[S:3]([O:6][C@H:23]1[CH2:28][CH2:27][O:26][C:24]1=[O:25])(=[O:5])=[O:4]. Procedure: Trifluoromethanesulfonic anhydride (1.65 mL) was gently added to a solution of pyridine (0.83 mL) in dichloromethane mL) at 0° C., and the mixture was stirred for 5 minutes at the same temperature. Subsequently, (S)-2-hydroxybutyrolactone (1.0 g) was added dropwise thereto over 10 minutes at 0° C., followed by stirring for 12 hours at the same temperature. The reaction mixture was filtered through Celite, and the filtrate was concentrated under reduced pressure. The residue was purified through ...